Dataset: the Open Reaction Database (ORD), a public repository of structured organic reaction records. Task: describe an organic reaction: reactants, conditions, products, and yield The reactants are C([O-])(O)=O.[Na+] (sodium bicarbonate), C(CCCCCC)S (n-heptyl mercaptan), C(CCCC#C)O (5-hexyn-1-ol), C(C1=CC=CC=C1)(=O)OOC(C1=CC=CC=C1)=O (dibenzoyl peroxide). Solvent: CCCCCCC (heptane). The product is C(CCCC=CSCCCCCCC)O (7-thia-tetradecan-5-ene-1-ol). The yield is 29.7%. As a reaction SMILES: [CH2:1]([SH:8])[CH2:2][CH2:3][CH2:4][CH2:5][CH2:6][CH3:7].[CH2:9]([OH:15])[CH2:10][CH2:11][CH2:12][C:13]#[CH:14].C(OOC(=O)C1C=CC=CC=1)(=O)C1C=CC=CC=1.C(=O)(O)[O-].[Na+]>CCCCCCC>[CH2:9]([OH:15])[CH2:10][CH2:11][CH2:12][CH:13]=[CH:14][S:8][CH2:1][CH2:2][CH2:3][CH2:4][CH2:5][CH2:6][CH3:7] |f:3.4|. Procedure: To 1.332 gr (10 mmol) of n-heptyl mercaptan and 981 mg (10 mmol) of 5-hexyn-1-ol dissolved in 25 ml of heptane under an argon atmosphere was added a few crystals of dibenzoyl peroxide. The reaction was stirred magnetically and heated to reflux for 18 hours. It was then cooled and poured into 25 ml of 10% sodium bicarbonate and extracted with 3×25 ml of ethyl acetate. The organic phases were combined and dried over sodium sulfate, filtered, and evaporated to yield a yellow oil. The oil was chroma... The reactants are CN1CC2CN(c3ccc4c(c3)C(=O)c3cc(Br)ccc3-4)CC2C1, N=C(c1ccccc1)c1ccccc1, CC(C)(C)[O-], Cc1ccccc1, [Na+], O=C(C=Cc1ccccc1)C=Cc1ccccc1, O=C(C=Cc1ccccc1)C=Cc1ccccc1, O=C(C=Cc1ccccc1)C=Cc1ccccc1, [Pd], [Pd]. Yields the product CN1CC2CN(c3ccc4c(c3)C(=O)c3cc(N=C(c5ccccc5)c5ccccc5)ccc3-4)CC2C1. As a reaction SMILES: [Br:1][c:2]1[cH:3][c:4]2[c:12]([cH:13][cH:14]1)-[c:11]1[c:6]([cH:7][c:8]([N:15]3[CH2:16][CH:17]4[CH2:18][N:19]([CH3:23])[CH2:20][CH:21]4[CH2:22]3)[cH:9][cH:10]1)[C:5]2=[O:24].[C:25]([c:26]1[cH:27][cH:28][cH:29][cH:30][cH:31]1)([c:32]1[cH:33][cH:34][cH:35][cH:36][cH:37]1)=[NH:38].[CH3:39][C:40]([CH3:41])([O-:42])[CH3:43].[CH3:45][c:46]1[cH:47][cH:48][cH:49][cH:50][cH:51]1.[Na+:44].[O:54]=[C:55]([CH:56]=[CH:57][c:58]1[cH:59][cH:60][cH:61][cH:62][cH:63]1)[CH:64]=[CH:65][c:66]1[cH:67][cH:68][cH:69][cH:70][cH:71]1.[O:72]=[C:73]([CH:74]=[CH:75][c:76]1[cH:77][cH:78][cH:79][cH:80][cH:81]1)[CH:82]=[CH:83][c:84]1[cH:85][cH:86][cH:87][cH:88][cH:89]1.[O:90]=[C:91]([CH:92]=[CH:93][c:94]1[cH:95][cH:96][cH:97][cH:98][cH:99]1)[CH:100]=[CH:101][c:102]1[cH:103][cH:104][cH:105][cH:106][cH:107]1.[Pd:52].[Pd:53]>>[c:2]1([N:38]=[C:25]([c:26]2[cH:27][cH:28][cH:29][cH:30][cH:31]2)[c:32]2[cH:33][cH:34][cH:35][cH:36][cH:37]2)[cH:3][c:4]2[c:12]([cH:13][cH:14]1)-[c:11]1[c:6]([cH:7][c:8]([N:15]3[CH2:16][CH:17]4[CH2:18][N:19]([CH3:23])[CH2:20][CH:21]4[CH2:22]3)[cH:9][cH:10]1)[C:5]2=[O:24]. The reactants are CO (MeOH), C(Cl)(Cl)Cl (chloroform), CC(C=C)(C)C1=C(NC=N1)C(=O)O (5-(1,1-dimethyl-allyl)-3H-imidazole-4-carboxylic acid). The product is C(C)OC(=O)C=1NC=NC1C(C=C)(C)C (5-(1,1-Dimethyl-allyl)-3H-imidazole-4-carboxylic acid ethyl ester). As a reaction SMILES: [CH3:1][OH:2].[CH3:3][C:4]([C:8]1[N:12]=[CH:11][NH:10][C:9]=1[C:13]([OH:15])=O)([CH3:7])[CH:5]=[CH2:6].[CH:16](Cl)(Cl)Cl>>[CH2:1]([O:2][C:13]([C:9]1[NH:10][CH:11]=[N:12][C:8]=1[C:4]([CH3:7])([CH3:3])[CH:5]=[CH2:6])=[O:15])[CH3:16]. Reported procedure: Another byproduct isolated from a similar reaction (smaller scale) by further elution of the column with 5% MeOH/1% Et3N in chloroform was a compound suspected of being 5-(1,1-dimethyl-allyl)-3H-imidazole-4-carboxylic acid (0.27 g, 9%). Starting materials: [Al+3], C1CCOC1, [H-], [H-], [H-], [H-], [Li+], O=C1Nc2ccccc2CC1NS(=O)(=O)c1ccccc1. As a reaction SMILES: [Al+3:2].[CH2:28]1[O:29][CH2:30][CH2:31][CH2:32]1.[H-:1].[H-:4].[H-:5].[H-:6].[Li+:3].[O:7]=[C:8]1[NH:9][c:10]2[cH:11][cH:12][cH:13][cH:14][c:15]2[CH2:16][CH:17]1[NH:18][S:19](=[O:20])(=[O:21])[c:22]1[cH:23][cH:24][cH:25][cH:26][cH:27]1>>[CH2:8]1[NH:9][c:10]2[cH:11][cH:12][cH:13][cH:14][c:15]2[CH2:16][CH:17]1[NH:18][S:19](=[O:20])(=[O:21])[c:22]1[cH:23][cH:24][cH:25][cH:26][cH:27]1. The product is O=S(=O)(NC1CNc2ccccc2C1)c1ccccc1.